Dataset: the Open Reaction Database (ORD), a public repository of structured organic reaction records. Task: describe an organic reaction: reactants, conditions, products, and yield The reactants are C(C1=CC=CC=C1)N1CCC(CC1)N1C(CC2=CC=CC=C12)=O (1-(1-benzyl-4-piperidyl)indol-2-one). The reagents and catalysts are [OH-].[Pd+2].[OH-] (palladium hydroxide). The solvent is CO (methanol). Conditions: time 60 minute. The product is N1CCC(CC1)N1C(CC2=CC=CC=C12)=O (1-(4-piperidyl)indol-2-one). Reaction SMILES: C([N:8]1[CH2:13][CH2:12][CH:11]([N:14]2[C:22]3[C:17](=[CH:18][CH:19]=[CH:20][CH:21]=3)[CH2:16][C:15]2=[O:23])[CH2:10][CH2:9]1)C1C=CC=CC=1>[OH-].[Pd+2].[OH-].CO>[NH:8]1[CH2:13][CH2:12][CH:11]([N:14]2[C:22]3[C:17](=[CH:18][CH:19]=[CH:20][CH:21]=3)[CH2:16][C:15]2=[O:23])[CH2:10][CH2:9]1 |f:1.2.3|. Procedure details: A solution of 10 ml of methanol containing 296 mg of 1-(1-benzyl-4-piperidyl)indol-2-one was treated with 300 mg of palladium hydroxide catalyst. The resulting suspension was hydrogenated at atmospheric pressure for 60 minutes at 23° C. More catalyst was added (100 mg) and the hydrogenation was continued for 30 minutes more. The reaction mixture was filtered through Celite, concentrated and azeotropically dried with toluene to yield 217 mg of 1-(4-piperidyl)indol-2-one. Starting materials: O1C(CCCC1)N1N=C(C2=CC(=CC=C12)C1=NN(C=N1)C(C1=CC=CC=C1)(C1=CC=CC=C1)C1=CC=CC=C1)C=1C=C(C(=O)OC)C=CC1 (methyl 3-{1-perhydro-2H-pyran-2-yl-5-[1-(triphenylmethyl)(1,2,4-triazol-3-yl)]-1H-indazol-3-yl}benzoate), Cl.C(C)N=C=NCCCN(C)C (1-ethyl-(3-dimethylaminopropyl)carbodiimide hydrochloride), C1(CCCCC1)N (cyclohexylamine), [OH-].[Li+] (lithium hydroxide), ON1N=NC2=C1C=CC=C2 (1-hydroxybenzotriazole), Cl (hydrochloride). The solvent is O1CCCC1 (tetrahydrofuran), O (water), O1CCOCC1 (dioxane), O1CCCC1 (tetrahydrofuran). The product is N1N=C(N=C1)C=1C=C2C(=NNC2=CC1)C=1C=C(C=CC1)C(=O)NC1CCCCC1 (3-(5-(1H-1,2,4-TRIAZOL-3-YL)(1H-INDAZOL-3-YL))PHENYL-N-CYCLOHEXYLCARBOXAMIDE). The yield is 6.0%. RXN SMILES: O1CCCCC1[N:7]1[C:15]2[C:10](=[CH:11][C:12]([C:16]3[N:20]=[CH:19][N:18](C(C4C=CC=CC=4)(C4C=CC=CC=4)C4C=CC=CC=4)[N:17]=3)=[CH:13][CH:14]=2)[C:9]([C:40]2[CH:41]=[C:42]([CH:47]=[CH:48][CH:49]=2)[C:43]([O:45]C)=O)=[N:8]1.[OH-].[Li+].O[N:53]1[C:57]2[CH:58]=[CH:59][CH:60]=[CH:61][C:56]=2N=N1.C1(N)CCCCC1.Cl.C(N=C=NCCCN(C)C)C.Cl>O1CCCC1.O.O1CCOCC1>[NH:18]1[CH:19]=[N:20][C:16]([C:12]2[CH:11]=[C:10]3[C:15](=[CH:14][CH:13]=2)[NH:7][N:8]=[C:9]3[C:40]2[CH:41]=[C:42]([C:43]([NH:53][CH:57]3[CH2:58][CH2:59][CH2:60][CH2:61][CH2:56]3)=[O:45])[CH:47]=[CH:48][CH:49]=2)=[N:17]1 |f:1.2,5.6|. Reported procedure: The title compound was prepared as described in Example 381, using methyl 3-{1-perhydro-2H-pyran-2-yl-5-[1-(triphenylmethyl)(1,2,4-triazol-3-yl)]-1H-indazol-3-yl}benzoate (0.401 g, 0.62 mmol) and lithium hydroxide (0.046 g, 1.92 mmol) in tetrahydrofuran (3 mL) and water (2 mL); 1-hydroxybenzotriazole (0.252 g, 1.86 mmol), cyclohexylamine (0.213 mL, 1.86 mmol), 1-ethyl-(3-dimethylaminopropyl)carbodiimide hydrochloride (0.357 g, 1.86 mmol), and additional tetrahydrofuran (2 mL); 4 N hydrochloride ... The reactants are COC1=C(C=2C3=C(C(NC2C(=C1)C)=O)SC=C3)C3=CC=C(C=C3)C3CN(CCC3)C(=O)OC(C)(C)C (tert-butyl 3-(4-(8-methoxy-6-methyl-4-oxo-4,5-dihydrothieno[2,3-c]quinolin-9-yl)phenyl)piperidine-1-carboxylate), Cl (HCl). Run in CCOCC (ether). The product is Cl.COC1=C(C=2C3=C(C(NC2C(=C1)C)=O)SC=C3)C3=CC=C(C=C3)C3CNCCC3 (8-Methoxy-6-methyl-9-(4-(piperidin-3-yl)phenyl)thieno[2,3-c]quinolin-4(5H)-one Hydrochloride). Isolated yield 77.0%. RXN SMILES: [CH3:1][O:2][C:3]1[CH:12]=[C:11]([CH3:13])[C:10]2[NH:9][C:8](=[O:14])[C:7]3[S:15][CH:16]=[CH:17][C:6]=3[C:5]=2[C:4]=1[C:18]1[CH:23]=[CH:22][C:21]([CH:24]2[CH2:29][CH2:28][CH2:27][N:26](C(OC(C)(C)C)=O)[CH2:25]2)=[CH:20][CH:19]=1.[ClH:37]>CCOCC>[ClH:37].[CH3:1][O:2][C:3]1[CH:12]=[C:11]([CH3:13])[C:10]2[NH:9][C:8](=[O:14])[C:7]3[S:15][CH:16]=[CH:17][C:6]=3[C:5]=2[C:4]=1[C:18]1[CH:19]=[CH:20][C:21]([CH:24]2[CH2:29][CH2:28][CH2:27][NH:26][CH2:25]2)=[CH:22][CH:23]=1 |f:3.4|. Reported procedure: Following General Procedure D1, tert-butyl 3-(4-(8-methoxy-6-methyl-4-oxo-4,5-dihydrothieno[2,3-c]quinolin-9-yl)phenyl)piperidine-1-carboxylate (50 mg, 0.10 mmol) was reacted with HCl in ether (2.5 mL) to afford the desired product (31 mg, 77%) as an off-white solid: ESI MS m/z 405 [C24H24N2O2S+H]+ Conditions: time 2.5 day. Solvent: CN(C=O)C (dimethylformamide). Reported procedure: To a cold solution of 166 g of 4-hydroxy-1-octyne [Prostaglandins, 10, 289 (1975)] , and 240 g of imidazole in one liter of dimethylformamide is added dropwise 202 g of chlorotrimethylsilane. The mixture is allowed to stand at room temperature for 2 to 3 days. The mixture is partitioned with water and hexane. The hexane layer is washed with brine, dried over magnesium sulfate, and concentrated. Distillation of the residue gives a colorless liquid, b.p. 38° (0.2mm). Product: C[Si](OC(CC#C)CCCC)(C)C (4-Trimethylsiloxy-1-octyne). Starting materials: OC(CC#C)CCCC (4-hydroxy-1-octyne), N1C=NC=C1 (imidazole), Cl[Si](C)(C)C (chlorotrimethylsilane). Reaction SMILES: [OH:1][CH:2]([CH2:6][CH2:7][CH2:8][CH3:9])[CH2:3][C:4]#[CH:5].N1C=CN=C1.Cl[Si:16]([CH3:19])([CH3:18])[CH3:17]>CN(C)C=O>[CH3:17][Si:16]([CH3:19])([CH3:18])[O:1][CH:2]([CH2:6][CH2:7][CH2:8][CH3:9])[CH2:3][C:4]#[CH:5]. Reactants: CN1N=C(N=C1C=C(C)C)N1CCCCC1 (1-(1-methyl-5-(2-methylprop-1-enyl)-1H-1,2,4-triazol-3-yl)piperidine), I(=O)(=O)(=O)[O-].[Na+] (sodium periodate). The reagents and catalysts are [Cl-].C(C1=CC=CC=C1)[N+](CC)(CC)CC (benzyltriethylammonium chloride), [Os](=O)(=O)(=O)=O (osmium tetroxide). Run in O1CCOCC1 (dioxane), O (water), C(C)(=O)OCC (ethyl acetate). Reaction conditions: temperature 70 celsius, time 1.5 hour. The product is CN1N=C(N=C1C=O)N1CCCCC1 (2-methyl-5-piperidin-1-yl-2H-[1,2,4]triazole-3-carbaldehyde). The yield is 99.7%. RXN SMILES: [CH3:1][N:2]1[C:6]([CH:7]=C(C)C)=[N:5][C:4]([N:11]2[CH2:16][CH2:15][CH2:14][CH2:13][CH2:12]2)=[N:3]1.I([O-])(=O)(=O)=[O:18].[Na+]>[Cl-].C([N+](CC)(CC)CC)C1C=CC=CC=1.O1CCOCC1.O.C(OCC)(=O)C.[Os](=O)(=O)(=O)=O>[CH3:1][N:2]1[C:6]([CH:7]=[O:18])=[N:5][C:4]([N:11]2[CH2:16][CH2:15][CH2:14][CH2:13][CH2:12]2)=[N:3]1 |f:1.2,3.4|. Procedure details: A mixture of 1-(1-methyl-5-(2-methylprop-1-enyl)-1H-1,2,4-triazol-3-yl)piperidine (376 mg, 1.71 mmol, Eq: 1.00), sodium periodate (1.46 g, 6.83 mmol, Eq: 4), osmium tetroxide 4% aq. (325 mg, 325 μl, 51.2 μmol, Eq: 0.03) and benzyltriethylammonium chloride (155 mg, 683 μmol, Eq: 0.4) in dioxane (17.9 ml) and water (4.12 ml) was stirred for 1.5 hours at 70° C. The mixture was diluted with ethyl acetate and washed 2× with water and brine. The organic layer was separated, dried over magnesium sulfat... The reactants are C([O-])([O-])=O.[Li+].[Li+] (lithium carbonate), ICC1=CC=C(CNC(=O)C=2N=CN(C2)C)C=C1 (N-(4-(iodomethyl)benzyl)-1-methyl-1H-imidazole-4-carboxamide), ICC1=CC=C(CNC(=O)C=2N=CN(C2)C)C=C1 (N-(4-(iodomethyl)benzyl)-1-methyl-1H-imidazole-4-carboxamide), C([O-])([O-])=O.[Li+].[Li+] (lithium carbonate), BrC=1C(=C(C=CC1O)C(C(C)C)=O)O (1-(3-bromo-2,4-dihydroxy-phenyl)-2-methyl-propan-1-one), ICC1=CC=C(CNC(=O)C=2N=CN(C2)C)C=C1 (N-(4-(iodomethyl)benzyl)-1-methyl-1H-imidazole-4-carboxamide). The solvent is CN(C=O)C (dimethylformamide). Conditions: temperature 50 celsius, time 1.5 hour. The product is BrC1=C(OCC2=CC=C(CNC(=O)C=3N=CN(C3)C)C=C2)C=CC(=C1O)C(C(C)C)=O (N-(4-((2-bromo-3-hydroxy-4-isobutyrylphenoxy)methyl)benzyl)-1-methyl-1H-imidazole-4-carboxamide). Yield: 16.7%. RXN SMILES: C(=O)([O-])[O-].[Li+].[Li+].[Br:7][C:8]1[C:9]([OH:20])=[C:10]([C:15](=[O:19])[CH:16]([CH3:18])[CH3:17])[CH:11]=[CH:12][C:13]=1[OH:14].I[CH2:22][C:23]1[CH:38]=[CH:37][C:26]([CH2:27][NH:28][C:29]([C:31]2[N:32]=[CH:33][N:34]([CH3:36])[CH:35]=2)=[O:30])=[CH:25][CH:24]=1>CN(C)C=O>[Br:7][C:8]1[C:9]([OH:20])=[C:10]([C:15](=[O:19])[CH:16]([CH3:17])[CH3:18])[CH:11]=[CH:12][C:13]=1[O:14][CH2:22][C:23]1[CH:24]=[CH:25][C:26]([CH2:27][NH:28][C:29]([C:31]2[N:32]=[CH:33][N:34]([CH3:36])[CH:35]=2)=[O:30])=[CH:37][CH:38]=1 |f:0.1.2|. Procedure details: Add lithium carbonate (24 mg, 324 μmol) to 1-(3-bromo-2,4-dihydroxy-phenyl)-2-methyl-propan-1-one (70 mg, 270 μmol) and N-(4-(iodomethyl)benzyl)-1-methyl-1H-imidazole-4-carboxamide (106 mg, 297 μmol) in anhydrous dimethylformamide (4 mL). Warm the reaction mixture to 50° C. and stir for 1.5 hrs. Add additional N-(4-(iodomethyl)benzyl)-1-methyl-1H-imidazole-4-carboxamide (20 mg, 56 μmol) and stir for 1 hr at 50° C. Add additional lithium carbonate (24 mg, 324 μmol) and N-(4-(iodomethyl)benzyl)-1-...